Dataset: the Open Reaction Database (ORD), a public repository of structured organic reaction records. Task: describe an organic reaction: reactants, conditions, products, and yield Starting materials: C(C)(=O)SCC(C(=O)N[C@@H](CCCNC(N)=N)C(=O)O)CCCNC(=O)OCC1=CC=C(C=C1)OC (Nα -[2-acetylthiomethyl-5-(p-methoxybenzyloxycarbonylamino)pentanoyl]-L-arginine), FC(C(=O)O)(F)F (trifluoroacetic acid). Yields the product FC(C(=O)O)(F)F.C(C)(=O)SCC(C(=O)N[C@@H](CCCNC(N)=N)C(=O)O)CCCN (Nα -(2-acetylthiomethyl-5-aminopentanoyl)-L-arginine trifluoroacetate). As a reaction SMILES: [C:1]([S:4][CH2:5][CH:6]([CH2:21][CH2:22][CH2:23][NH:24]C(OCC1C=CC(OC)=CC=1)=O)[C:7]([NH:9][C@H:10]([C:18]([OH:20])=[O:19])[CH2:11][CH2:12][CH2:13][NH:14][C:15](=[NH:17])[NH2:16])=[O:8])(=[O:3])[CH3:2].[F:37][C:38]([F:43])([F:42])[C:39]([OH:41])=[O:40]>>[F:37][C:38]([F:43])([F:42])[C:39]([OH:41])=[O:40].[C:1]([S:4][CH2:5][CH:6]([CH2:21][CH2:22][CH2:23][NH2:24])[C:7]([NH:9][C@H:10]([C:18]([OH:20])=[O:19])[CH2:11][CH2:12][CH2:13][NH:14][C:15](=[NH:16])[NH2:17])=[O:8])(=[O:3])[CH3:2] |f:2.3|. Procedure details: A solution of Nα -[2-acetylthiomethyl-5-(p-methoxybenzyloxycarbonylamino)pentanoyl]-L-arginine (1 g) in trifluoroacetic acid (10 ml) is stored at room temperature for 15 minutes, and then concentrated to dryness in vacuo to yield Nα -(2-acetylthiomethyl-5-aminopentanoyl)-L-arginine trifluoroacetate. Starting materials: CC(C[C@@H](COC=1C=CC2=C(N(C(C3=CN=CC=C23)=O)C)C1)NC(OC(C)(C)C)=O)C ((S)-tert-butyl (4-methyl-1-((6-methyl-5-oxo-5,6-dihydrobenzo[c][2,7]naphthyridin-8-yl)oxy)pentan-2-yl)carbamate), Cl (hydrogen chloride). The solvent is ClCCl (dichloromethane), O1CCOCC1 (1,4-dioxane). Conditions: temperature 0 celsius, time 30 minute. Product: N[C@H](COC=1C=CC2=C(N(C(C3=CN=CC=C23)=O)C)C1)CC(C)C ((S)-8-((2-amino-4-methylpentyl)oxy)-6-methylbenzo[c][2,7]naphthyridin-5(6H)-one). Yield: 35.1%. As a reaction SMILES: [CH3:1][CH:2]([CH3:31])[CH2:3][C@H:4]([NH:23]C(=O)OC(C)(C)C)[CH2:5][O:6][C:7]1[CH:8]=[CH:9][C:10]2[C:19]3[C:14](=[CH:15][N:16]=[CH:17][CH:18]=3)[C:13](=[O:20])[N:12]([CH3:21])[C:11]=2[CH:22]=1.Cl>ClCCl.O1CCOCC1>[NH2:23][C@@H:4]([CH2:3][CH:2]([CH3:31])[CH3:1])[CH2:5][O:6][C:7]1[CH:8]=[CH:9][C:10]2[C:19]3[C:14](=[CH:15][N:16]=[CH:17][CH:18]=3)[C:13](=[O:20])[N:12]([CH3:21])[C:11]=2[CH:22]=1. Procedure: To a solution of (S)-tert-butyl (4-methyl-1-((6-methyl-5-oxo-5,6-dihydrobenzo[c][2,7]naphthyridin-8-yl)oxy)pentan-2-yl)carbamate (190 mg, 0.447 mmol) in dichloromethane (4 mL) at 0° C. was added hydrogen chloride (81 mg, 0.558 mL, 2.233 mmol) in 1,4-dioxane (4 M) dropwise and the reaction mixture was stirred at 0° C. for 30 min then warmed to room temperature and allowed to stir for 2 h. The solvents were removed under reduced pressure to afford crude product which was purified by preparative HP... The reactants are CC=1C=C2C(=NC1)N(C=C2)[Si](C(C)C)(C(C)C)C(C)C (5-methyl-1-triisopropylsilanyl-1H-pyrrolo[2,3-b]pyridine), II (iodine). Run in O1CCCC1 (tetrahydrofuran), O1CCCC1 (tetrahydrofuran). Reaction conditions: time 8 hour. Yields the product IC1=CNC2=NC=C(C=C21)C (3-iodo-5-methyl-1H-pyrrolo[2,3-b]pyridine). Isolated yield 4.6%. Reaction SMILES: [CH3:1][C:2]1[CH:3]=[C:4]2[CH:10]=[CH:9][N:8]([Si](C(C)C)(C(C)C)C(C)C)[C:5]2=[N:6][CH:7]=1.[I:21]I>O1CCCC1>[I:21][C:10]1[C:4]2[C:5](=[N:6][CH:7]=[C:2]([CH3:1])[CH:3]=2)[NH:8][CH:9]=1. Procedure: To a solution of 5-methyl-1-triisopropylsilanyl-1H-pyrrolo[2,3-b]pyridine (8, 1 g, 2.0 mmol) in 10 mL of tetrahydrofuran, iodine (0.43 g, 1.7 mmol) in 5 mL of tetrahydrofuran was added. The reaction was stirred at room temperature overnight, then quenched with 20 mL of 1M aqueous sodium thiosulfate and extracted with ethyl acetate. The organic layers were combined and washed with water, brine, dried over sodium sulfate, filtered and the filtrate concentrated under vacuum. The resulting material ... Reactants: CC1(NC2=CC=C(C=C2C=C1)C(C(=O)OC)C)C (methyl 2-(1,2-dihydro-2,2-dimethylquinolin-6-yl)propionate), CC1(NC2=CC=C(C=C2C=C1)C(C(=O)OC)C)C (methyl 2-(1,2-dihydro-2,2-dimethylquinolin-6-yl)propionate), [H][H] (hydrogen). The reagents and catalysts are [Pd] (Palladium-on-carbon). The solvent is C(C)O (ethanol). Product: CC1(NC2=CC=C(C=C2CC1)C(C(=O)OC)C)C (methyl 2-(1,2,3,4-tetrahydro-2,2-dimethylquinolin-6-yl)propionate). The yield is 102.5%. Reaction SMILES: [CH3:1][C:2]1([CH3:18])[CH:11]=[CH:10][C:9]2[C:4](=[CH:5][CH:6]=[C:7]([CH:12]([CH3:17])[C:13]([O:15][CH3:16])=[O:14])[CH:8]=2)[NH:3]1.[H][H]>[Pd].C(O)C>[CH3:1][C:2]1([CH3:18])[CH2:11][CH2:10][C:9]2[C:4](=[CH:5][CH:6]=[C:7]([CH:12]([CH3:17])[C:13]([O:15][CH3:16])=[O:14])[CH:8]=2)[NH:3]1. Procedure details: 3 g of methyl 2-(1,2-dihydro-2,2-dimethylquinolin-6-yl)propionate (Compound 7) were added to absolute ethanol. Palladium-on-carbon was further added to the solution, and the mixture was reacted with bubbling hydrogen gas at room temperature for 4 hours with stirring. After the reaction, the catalyst was filtered off and ethanol was distilled off to give 3.1 g of methyl 2-(1,2,3,4-tetrahydro-2,2-dimethylquinolin-6-yl)propionate (Compound 11).